Dataset: the Open Reaction Database (ORD), a public repository of structured organic reaction records. Task: describe an organic reaction: reactants, conditions, products, and yield Reactants: O=C([O-])[O-], CC(=O)Oc1ccc(O)c2c1CCC(=O)N2, C=CCBr, CN(C)C=O, [K+], [K+], O. Yields the product C=CCOc1ccc(OC(C)=O)c2c1NC(=O)CC2. As a reaction SMILES: [C:17](=[O:18])([O-:19])[O-:20].[C:1]([CH3:2])(=[O:3])[O:4][c:5]1[c:6]2[c:11]([c:12]([OH:15])[cH:13][cH:14]1)[NH:10][C:9](=[O:16])[CH2:8][CH2:7]2.[CH2:23]([CH:24]=[CH2:25])[Br:26].[CH3:27][N:28]([CH3:29])[CH:30]=[O:31].[K+:21].[K+:22].[OH2:32]>>[C:1]([CH3:2])(=[O:3])[O:4][c:5]1[c:6]2[c:11]([c:12]([O:15][CH2:25][CH:24]=[CH2:23])[cH:13][cH:14]1)[NH:10][C:9](=[O:16])[CH2:8][CH2:7]2. The reactants are C(C1=CC=CC=C1)[C@]1(C(N(C(O1)=O)[C@H](C)C1=CC=CC=C1)=O)C(=O)NCC(=O)C1=CC(=CC(=C1)OC)OC ((5R)-5-Benzyl-N-[2-(3,5-dimethoxyphenyl)-2-oxoethyl]-2,4-dioxo-3-[(1R)-1-phenylethyl]-1,3-oxazolidine-5-carboxamide), C(C)(=O)[O-].[NH4+] (ammonium acetate). Run in C(C)(=O)O (acetic acid). Run at temperature 100 celsius. Product: C(C1=CC=CC=C1)[C@]1(C(N(C(O1)=O)[C@H](C)C1=CC=CC=C1)=O)C=1NC=C(N1)C1=CC(=CC(=C1)OC)OC ((5R)-5-Benzyl-5-[4-(3,5-dimethoxyphenyl)-1H-imidazol-2-yl]-3-[(1R)-1-phenylethyl]-1,3-oxazolidine-2,4-dione). As a reaction SMILES: [CH2:1]([C@:8]1([C:23]([NH:25][CH2:26][C:27]([C:29]2[CH:34]=[C:33]([O:35][CH3:36])[CH:32]=[C:31]([O:37][CH3:38])[CH:30]=2)=O)=O)[O:12][C:11](=[O:13])[N:10]([C@@H:14]([C:16]2[CH:21]=[CH:20][CH:19]=[CH:18][CH:17]=2)[CH3:15])[C:9]1=[O:22])[C:2]1[CH:7]=[CH:6][CH:5]=[CH:4][CH:3]=1.C([O-])(=O)C.[NH4+:43]>C(O)(=O)C>[CH2:1]([C@:8]1([C:23]2[NH:25][CH:26]=[C:27]([C:29]3[CH:34]=[C:33]([O:35][CH3:36])[CH:32]=[C:31]([O:37][CH3:38])[CH:30]=3)[N:43]=2)[O:12][C:11](=[O:13])[N:10]([C@@H:14]([C:16]2[CH:21]=[CH:20][CH:19]=[CH:18][CH:17]=2)[CH3:15])[C:9]1=[O:22])[C:2]1[CH:3]=[CH:4][CH:5]=[CH:6][CH:7]=1 |f:1.2|. Procedure: To the product from Step B (40 mg, 0.077 mmol) in acetic acid (1 mL) was added ammonium acetate (179 mg, 2.323 mmol) and the mixture heated at 100° C. for 40 h. The solvent was removed and the yellow oil was purified by reverse phase HPLC(YMC Pro-C 18 column, gradient elution, 20% to 90% acetonitrile/water with 0.1% TFA) to afford the title compound as a colorless amorphous solid. LC/MS 498.1 (M+1). IC50 value=B rating The reactants are O1C(=NC2=C1C=CC=C2)C=CC=2C(NC(=C(C2)CC)C)=O (3-[2-(benzoxazol-2-yl)ethenyl]-5-ethyl-6-methyl-2-(1H)-pyridinone). The reagents and catalysts are [Pd] (palladium/charcoal). Run in CO.C(C)O.C1CCOC1 (methanol ethanol THF). The product is O1C(=NC2=C1C=CC=C2)CCC=2C(NC(=C(C2)CC)C)=O (3-[2-(benzoxazol-2-yl)ethyl]-5-ethyl-6-methyl-2-(1H)-pyridinone). Reaction SMILES: [O:1]1[C:5]2[CH:6]=[CH:7][CH:8]=[CH:9][C:4]=2[N:3]=[C:2]1[CH:10]=[CH:11][C:12]1[C:13](=[O:21])[NH:14][C:15]([CH3:20])=[C:16]([CH2:18][CH3:19])[CH:17]=1>CO.C(O)C.C1COCC1.[Pd]>[O:1]1[C:5]2[CH:6]=[CH:7][CH:8]=[CH:9][C:4]=2[N:3]=[C:2]1[CH2:10][CH2:11][C:12]1[C:13](=[O:21])[NH:14][C:15]([CH3:20])=[C:16]([CH2:18][CH3:19])[CH:17]=1 |f:1.2.3|. Reported procedure: A solution of 80% pure 3-[2-(benzoxazol-2-yl)ethenyl]-5-ethyl-6-methyl-2-(1H)-pyridinone (200 mg) in methanol/ethanol/THF (25 mL, 1:1:1) was hydrogenated at atmospheric pressure over 5% palladium/charcoal for four hours. After filtering off the catalyst, the solvents were evaporated and the residue flash chromatographed over silica gel. Elution with 2% methanol-98% chloroform gave 75 mg of analytically pure product, mp 155°-156.5° C. Starting materials: C(=O)(C(F)(F)F)O (TFA), C(C)(C)(C)OC(=O)N[C@@H]1CCC2=C(C=C(C=C12)C(=O)OC)F ((R)-methyl 3-(tert-butoxycarbonylamino)-7-fluoro-2,3-dihydro-1H-indene-5-carboxylate), Amino Acid Esters. The solvent is C(Cl)Cl (DCM). Run at time 1 hour. Product: FC(C(=O)O)(F)F.N[C@@H]1CCC2=C(C=C(C=C12)C(=O)OC)F ((R)-Methyl 3-amino-7-fluoro-2,3-dihydro-1H-indene-5-carboxylate trifluoro-acetate). Reaction SMILES: [C:1]([OH:7])([C:3]([F:6])([F:5])[F:4])=[O:2].C(OC([NH:15][C@H:16]1[C:24]2[C:19](=[C:20]([F:29])[CH:21]=[C:22]([C:25]([O:27][CH3:28])=[O:26])[CH:23]=2)[CH2:18][CH2:17]1)=O)(C)(C)C>C(Cl)Cl>[F:4][C:3]([F:6])([F:5])[C:1]([OH:7])=[O:2].[NH2:15][C@H:16]1[C:24]2[C:19](=[C:20]([F:29])[CH:21]=[C:22]([C:25]([O:27][CH3:28])=[O:26])[CH:23]=2)[CH2:18][CH2:17]1 |f:3.4|. Procedure: TFA (4 ml) was added at 0° C. to a solution of (R)-methyl 3-(tert-butoxycarbonylamino)-7-fluoro-2,3-dihydro-1H-indene-5-carboxylate (0.85 g, 2.75 mmol, 1.0 eq.) in DCM (10 ml), and the mixture was stirred for 1 hour at RT. After monitoring by TLC, the reaction mixture was concentrated under reduced pressure, dried and used in the next stage without being purified further. 2) Synthesis of the Acylated & Sulfonylated Amino Acid Esters (B, C & D) General Method for the Synthesis of Amino Acid Ester... Starting materials: ClC=1C=C(C(=N)N)C=C(C1)I (3-Chloro-5-iodo-benzamidine), FC1=C(C(=N)N)C=C(C=C1)I (2-fluoro-5-iodo-benzamidine), IC=1C=C(C(=N)N)C=CC1 (3-iodo-benzamidine). The product is ClC1=C(C(=N)N)C=C(C=C1)I (2-chloro-5-iodo-benzamidine). Reaction SMILES: [Cl:1]C1C=C(C=C(I)C=1)C(N)=N.F[C:13]1[CH:21]=[CH:20][C:19]([I:22])=[CH:18][C:14]=1[C:15]([NH2:17])=[NH:16].IC1C=C(C=CC=1)C(N)=N>>[Cl:1][C:13]1[CH:21]=[CH:20][C:19]([I:22])=[CH:18][C:14]=1[C:15]([NH2:17])=[NH:16]. Procedure: 3-Chloro-5-iodo-benzamidine, 2-fluoro-5-iodo-benzamidine as well as 3-iodo-benzamidine may be prepared analogously. Reactants: IC1=C(C=C(C=C1)S(=O)(=O)C)C(=O)N1CCN(CC1)C1=CC=C(C=C1)C(F)(F)F ((2-Iodo-5-methanesulfonyl-phenyl)-[4-(4-trifluoromethyl-phenyl)-piperazin-1-yl]-methanone), C(CCC)[Sn](C(=C)C)(CCCC)CCCC (Tributyl-isopropenyl-stannane), C1(=CC=CC=C1)[As](C1=CC=CC=C1)C1=CC=CC=C1 (Triphenylarsine). The reagents and catalysts are [Cu](I)I (Copper iodide). Solvent: CN(C=O)C (N,N-Dimethylformamide). Conditions: temperature 90 celsius, time 30 minute. Yields the product C(=C)(C)C1=C(C=C(C=C1)S(=O)(=O)C)C(=O)N1CCN(CC1)C1=CC=C(C=C1)C(F)(F)F ((2-Isopropenyl-5-methanesulfonyl-phenyl)-[4-(4-trifluoromethyl-phenyl)-piperazin-1-yl]-methanone). RXN SMILES: I[C:2]1[CH:7]=[CH:6][C:5]([S:8]([CH3:11])(=[O:10])=[O:9])=[CH:4][C:3]=1[C:12]([N:14]1[CH2:19][CH2:18][N:17]([C:20]2[CH:25]=[CH:24][C:23]([C:26]([F:29])([F:28])[F:27])=[CH:22][CH:21]=2)[CH2:16][CH2:15]1)=[O:13].[CH2:30]([Sn](CCCC)(CCCC)C(C)=C)[CH2:31][CH2:32]C.C1([As](C2C=CC=CC=2)C2C=CC=CC=2)C=CC=CC=1>CN(C)C=O.[Cu](I)I>[C:31]([C:2]1[CH:7]=[CH:6][C:5]([S:8]([CH3:11])(=[O:10])=[O:9])=[CH:4][C:3]=1[C:12]([N:14]1[CH2:19][CH2:18][N:17]([C:20]2[CH:25]=[CH:24][C:23]([C:26]([F:29])([F:28])[F:27])=[CH:22][CH:21]=2)[CH2:16][CH2:15]1)=[O:13])([CH3:32])=[CH2:30]. Procedure: A mixture of (2-Iodo-5-methanesulfonyl-phenyl)-[4-(4-trifluoromethyl-phenyl)-piperazin-1-yl]-methanone (Example 9; 100 mg, 0.186 mmol), Tributyl-isopropenyl-stannane (CAS: 100073-15-2; 74 mg, 0.223 mmol), Tris(dibenzylideneacetone)dipalladium chloroform complex (15.4 mg, 0.0149 mmol), Triphenylarsine (27 mg, 0.0856 mmol), Copper iodide (3.2 mg, 0.0167 mmol) in N,N-Dimethylformamide (1 ml) was heated at 90° C. for 75 minutes. The mixture was cooled to room temperature and DMF was evaporated under... The reactants are C=1C=CC2=C(C1)N=NN2O (HOBt), O (water), C(C)N (ethylamine), C(=O)=O (dry ice). Solvent: CC(=O)C (acetone). Conditions: time 5 minute. Product: C(C)N.C=1C=CC2=C(C1)N=NN2O (Ethylamine HOBt). The yield is 217.1%. As a reaction SMILES: [CH:1]1[CH:2]=[CH:3][C:4]2[N:9]([OH:10])[N:8]=[N:7][C:5]=2[CH:6]=1.O.C(N)C.C(=O)=O>CC(C)=O>[CH2:5]([NH2:7])[CH3:4].[CH:1]1[CH:2]=[CH:3][C:4]2[N:9]([OH:10])[N:8]=[N:7][C:5]=2[CH:6]=1 |f:5.6|. Procedure: 11.58 g (77.2 mmol) of HOBt are weighed out in a 2-L flask. 1 L of water is added and the flask submerged in an ultrasound bath until dispersion is complete. 6.18 mL (103.1 mmol) of ethylamine are added, maintaining the ultrasonification. The dispersion is seen to dissolve completely. The transparent solution is allowed to stand for 5 minutes at room temperature. It is then frozen in a bath of dry ice and acetone. It is lyophilised. Once well lyophilised the product is withdrawn from the flask a...